From a dataset of the Open Reaction Database (ORD), a public repository of structured organic reaction records. describe an organic reaction: reactants, conditions, products, and yield The reactants are CN(CC=1N=C(OC1)C(C)C)C(=O)N[C@@H](C)C(=O)O (N-((N-methyl-N-((2-isopropyl-4-oxazolyl)methyl)amino)carbonyl)-L-alanine), N[C@H](C[C@@H]([C@H](CC1=CC=CC=C1)NC(=O)OCC1=CC=NO1)O)CC1=CC=CC=C1 ((2S,3S,5S)-5-amino-2-(N-((5-isoxazolyl)methoxy-carbonyl)amino)-1,6-diphenyl-3-hydroxyhexane), C(Cl)Cl (CH2Cl2). Solvent: CO (CH3OH). Yields the product CN(CC=1N=C(OC1)C(C)C)C(=O)N[C@@H](C)C(=O)N[C@H](C[C@@H]([C@H](CC1=CC=CC=C1)NC(=O)OCC1=CC=NO1)O)CC1=CC=CC=C1 ((2S,3S,5S)-5-(N-(N-((N-Methyl-N-((2-isopropyl-4-oxazolyl)methyl)amino)carbonyl)-L-alaninyl)amino)-2-(N-((5-isoxazolyl)methoxycarbonyl)amino)-1,6-diphenyl-3-hydroxyhexane). Isolated yield 64.0%. As a reaction SMILES: [CH3:1][N:2]([C:12]([NH:14][C@H:15]([C:17]([OH:19])=O)[CH3:16])=[O:13])[CH2:3][C:4]1[N:5]=[C:6]([CH:9]([CH3:11])[CH3:10])[O:7][CH:8]=1.[NH2:20][C@@H:21]([CH2:43][C:44]1[CH:49]=[CH:48][CH:47]=[CH:46][CH:45]=1)[CH2:22][C@H:23]([OH:42])[C@@H:24]([NH:32][C:33]([O:35][CH2:36][C:37]1[O:41][N:40]=[CH:39][CH:38]=1)=[O:34])[CH2:25][C:26]1[CH:31]=[CH:30][CH:29]=[CH:28][CH:27]=1.C(Cl)Cl>CO>[CH3:1][N:2]([C:12]([NH:14][C@H:15]([C:17]([NH:20][C@@H:21]([CH2:43][C:44]1[CH:45]=[CH:46][CH:47]=[CH:48][CH:49]=1)[CH2:22][C@H:23]([OH:42])[C@@H:24]([NH:32][C:33]([O:35][CH2:36][C:37]1[O:41][N:40]=[CH:39][CH:38]=1)=[O:34])[CH2:25][C:26]1[CH:27]=[CH:28][CH:29]=[CH:30][CH:31]=1)=[O:19])[CH3:16])=[O:13])[CH2:3][C:4]1[N:5]=[C:6]([CH:9]([CH3:10])[CH3:11])[O:7][CH:8]=1. Reported procedure: Using the procedure of Example 1U but replacing N-((N-methyl-N-((2-isopropyl-4-thiazolyl)methyl)amino)carbonyl)-L-valine with N-((N-methyl-N-((2-isopropyl-4-oxazolyl)methyl)amino)carbonyl)-L-alanine and replacing (2S,3S,5S)-5-amino-2-(N-((5-thiazolyl)methoxycarbonyl)amino)-1,6-diphenyl-3-hydroxyhexane with (2S,3S,5S)-5-amino-2-(N-((5-isoxazolyl)methoxy-carbonyl)amino)-1,6-diphenyl-3-hydroxyhexane provided, after silica gel chromatography using 92:8 CH2Cl2 :CH3OH, the desired compound (Rf 0.48, 9... The reactants are C(C)OC(=O)C=CC=CC1=CC=CC=2N1C=NC2 (5-(4-ethoxycarbonylbuta-1,3-dienyl)imidazo[1,5-a]pyridine), [OH-].[Na+] (sodium hydroxide). The solvent is CO (methanol). Conditions: time 18 hour. Yields the product C(=O)(O)C=CC=CC1=CC=CC=2N1C=NC2 (5-(4-carboxybuta-1,3-dienyl)-imidazo[1,5-a]pyridine). As a reaction SMILES: C([O:3][C:4]([CH:6]=[CH:7][CH:8]=[CH:9][C:10]1[N:15]2[CH:16]=[N:17][CH:18]=[C:14]2[CH:13]=[CH:12][CH:11]=1)=[O:5])C.[OH-].[Na+]>CO>[C:4]([CH:6]=[CH:7][CH:8]=[CH:9][C:10]1[N:15]2[CH:16]=[N:17][CH:18]=[C:14]2[CH:13]=[CH:12][CH:11]=1)([OH:5])=[O:3] |f:1.2|. Procedure: To a solution of 200 mg of 5-(4-ethoxycarbonylbuta-1,3-dienyl)imidazo[1,5-a]pyridine in 20 ml of methanol is added 4 ml of 1N sodium hydroxide. The reaction mixture is stirred at room temperature for 18 hours. The methanol is evaporated under reduced pressure and the residue diluted with 20 ml of water and the solution is adjusted to pH 5 with hydrochloric acid. The precipitate is collected to give 5-(4-carboxybuta-1,3-dienyl)-imidazo[1,5-a]pyridine, melting at 243°-245°. Starting materials: O=P(OCC)(OCC)C=1C=CC=CC1C(F)(F)F. The reagents and catalysts are O=C(NC=1C=CC=CC1C=2C=NC(=CC2)C3=NC=CC=C3)NC4CCCCC4, O1B(OC(C)(C)C1(C)C)B2OC(C)(C)C(O2)(C)C, C[OH2+].C[OH2+].C1CC=CCCC=C1.C1CC=CCCC=C1.[Ir].[Ir]. Run in C=1C=C(C=CC1C)C. Run at temperature 40 celsius, time 16 hour. Product: O=P(OCC)(OCC)C1=CC(=CC=C1C(F)(F)F)B2OC(C)(C)C(O2)(C)C. Isolated yield 43.0%. The reactants are N1CCC(CC1)CCO (4-piperidineethanol), C(C)(=O)O (acetic acid), C(C)(=O)O[BH-](OC(C)=O)OC(C)=O.[Na+] (sodium triacetoxyborohydride), ClC1=C2CNC(C2=C(C=C1)C=1N(C2=CC=C(C=C2C1)C=O)C(=O)OC(C)(C)C)=O (4-chloro-7-[1-(tert-butoxycarbonyl)-5-formylindol-2-yl]isoindolinone), Cl (hydrochloric acid). Run in C(C)#N (acetonitrile), C(C)(=O)OCC (ethyl acetate). Yields the product ClC1=C2CNC(C2=C(C=C1)C=1N(C2=CC=C(C=C2C1)CN1CCC(CC1)CCO)C(=O)OC(C)(C)C)=O (4-chloro-7-{1-(tert-butoxycarbonyl)-5-[4-(2-hydroxyethyl)piperidinomethyl]indol-2-yl}isoindolinone). The yield is 110.3%. RXN SMILES: [Cl:1][C:2]1[CH:10]=[CH:9][C:8]([C:11]2[N:12]([C:22]([O:24][C:25]([CH3:28])([CH3:27])[CH3:26])=[O:23])[C:13]3[C:18]([CH:19]=2)=[CH:17][C:16]([CH:20]=O)=[CH:15][CH:14]=3)=[C:7]2[C:3]=1[CH2:4][NH:5][C:6]2=[O:29].[NH:30]1[CH2:35][CH2:34][CH:33]([CH2:36][CH2:37][OH:38])[CH2:32][CH2:31]1.C(O)(=O)C.C(O[BH-](OC(=O)C)OC(=O)C)(=O)C.[Na+].Cl>C(#N)C.C(OCC)(=O)C>[Cl:1][C:2]1[CH:10]=[CH:9][C:8]([C:11]2[N:12]([C:22]([O:24][C:25]([CH3:27])([CH3:26])[CH3:28])=[O:23])[C:13]3[C:18]([CH:19]=2)=[CH:17][C:16]([CH2:20][N:30]2[CH2:35][CH2:34][CH:33]([CH2:36][CH2:37][OH:38])[CH2:32][CH2:31]2)=[CH:15][CH:14]=3)=[C:7]2[C:3]=1[CH2:4][NH:5][C:6]2=[O:29] |f:3.4|. Procedure details: In a similar manner to Step 2 of Example 6, 4-chloro-7-[1-(tert-butoxycarbonyl)-5-formylindol-2-yl]isoindolinone (30.0 mg, 0.0730 mmol) was dissolved in acetonitrile (2 mL), and the solution was treated with 4-piperidineethanol (94 mg, 0.73 mmol), acetic acid (0.168 mL, 2.93 mmol) and sodium triacetoxyborohydride (54 mg, 0.26 mmol). The reaction mixture was added with 1 mol/L hydrochloric acid and ethyl acetate, followed by extracting with 1 mol/L hydrochloric acid. The aqueous layer was added w... Starting materials: BrCCCCCCCC(=O)O (8-Bromooctanoic acid), COCCOCCO (2-(2-methoxyethoxy)-ethanol), C1(=CC=CC=C1)C (toluene). The reagents and catalysts are C1(=CC=C(C=C1)S(=O)(=O)O)C (p-toluenesulphonic acid). The solvent is C(C)(=O)OCC (Ethyl acetate). Product: BrCCCCCCCC(=O)OCCOCCOC (2-(2-methoxyethoxy)-ethyl 8-bromooctanoate). The yield is 78.4%. RXN SMILES: [Br:1][CH2:2][CH2:3][CH2:4][CH2:5][CH2:6][CH2:7][CH2:8][C:9]([OH:11])=[O:10].[CH3:12][O:13][CH2:14][CH2:15][O:16][CH2:17][CH2:18]O.C1(C)C=CC=CC=1>C1(C)C=CC(S(O)(=O)=O)=CC=1.C(OCC)(=O)C>[Br:1][CH2:2][CH2:3][CH2:4][CH2:5][CH2:6][CH2:7][CH2:8][C:9]([O:11][CH2:18][CH2:17][O:16][CH2:15][CH2:14][O:13][CH3:12])=[O:10]. Procedure details: 8-Bromooctanoic acid (22.3 g), 2-(2-methoxyethoxy)-ethanol (14.08 g) and p-toluenesulphonic acid (0.1 g) were added to toluene (250 ml) and the resulting solution heated at reflux temperature for 16 hours. Ethyl acetate (500 ml) was then added and the solution washed with aqueous K2CO3 solution and water, dried and evaporated. The residual oil was distilled to give 2-(2-methoxyethoxy)-ethyl 8-bromooctanoate (25.5 g), 77%) as a colourless oil, b.p. 126°-128° C./0.08 mm Hg. Reactants: NC=1C(=C(C(=CC1)F)C(=O)C1=CNC=2N=CN=C(C21)OC)F ((3-amino-2,6-difluoro-phenyl)-(4-methoxy-7H-pyrrolo[2,3-d]pyrimidin-5-yl)-methanone), C(C)C1=CC=C(C=C1)S(=O)(=O)Cl (4-ethyl-benzenesulfonyl chloride). Product: FC1=C(C=CC(=C1C(=O)C1=CNC=2N=CN=C(C21)OC)F)NS(=O)(=O)C2=CC=C(C=C2)CC (N-[2,4-Difluoro-3-(4-methoxy-7H-pyrrolo[2,3-d]pyrimidine-5-carbonyl)-phenyl]-4-ethyl-benzenesulfonamide). Reaction SMILES: [NH2:1][C:2]1[C:3]([F:22])=[C:4]([C:9]([C:11]2[C:19]3[C:18]([O:20][CH3:21])=[N:17][CH:16]=[N:15][C:14]=3[NH:13][CH:12]=2)=[O:10])[C:5]([F:8])=[CH:6][CH:7]=1.[CH2:23]([C:25]1[CH:30]=[CH:29][C:28]([S:31](Cl)(=[O:33])=[O:32])=[CH:27][CH:26]=1)[CH3:24]>>[F:22][C:3]1[C:4]([C:9]([C:11]2[C:19]3[C:18]([O:20][CH3:21])=[N:17][CH:16]=[N:15][C:14]=3[NH:13][CH:12]=2)=[O:10])=[C:5]([F:8])[CH:6]=[CH:7][C:2]=1[NH:1][S:31]([C:28]1[CH:29]=[CH:30][C:25]([CH2:23][CH3:24])=[CH:26][CH:27]=1)(=[O:33])=[O:32]. Procedure details: N-[2,4-Difluoro-3-(4-methoxy-7H-pyrrolo[2,3-d]pyrimidine-5-carbonyl)-phenyl]-4-ethyl-benzenesulfonamide P-1008 is prepared in one step from (3-amino-2,6-difluoro-phenyl)-(4-methoxy-7H-pyrrolo[2,3-d]pyrimidin-5-yl)-methanone 36 and 4-ethyl-benzenesulfonyl chloride 59 as shown in Scheme 4.